From a dataset of the Open Reaction Database (ORD), a public repository of structured organic reaction records. describe an organic reaction: reactants, conditions, products, and yield Starting materials: COc1ccc(S(=O)(=O)c2cnc(C)nc2O)cc1, O=P(Cl)(Cl)Cl. The product is COc1ccc(S(=O)(=O)c2cnc(C)nc2Cl)cc1. Reaction SMILES: [CH3:1][O:2][c:3]1[cH:4][cH:5][c:6]([S:9](=[O:10])(=[O:11])[c:12]2[c:13]([OH:19])[n:14][c:15]([CH3:18])[n:16][cH:17]2)[cH:7][cH:8]1.[P:20]([Cl:21])([Cl:22])([Cl:23])=[O:24]>>[CH3:1][O:2][c:3]1[cH:4][cH:5][c:6]([S:9](=[O:10])(=[O:11])[c:12]2[c:13]([Cl:22])[n:14][c:15]([CH3:18])[n:16][cH:17]2)[cH:7][cH:8]1. Reactants: C(C)OC(=O)Cl (chloroformic acid ethyl ester), [S-]C#N.[K+] (potassium thiocyanate), CC(=O)C (acetone). Run at time 2 hour. The product is [N-]=C=S.C(C)OC(O)=O (carbonic acid ethyl ester isothiocyanate). Isolated yield 32.0%. RXN SMILES: [CH2:1]([O:3][C:4](Cl)=[O:5])[CH3:2].[S-:7][C:8]#[N:9].[K+].CC(C)=[O:13]>>[N-:9]=[C:8]=[S:7].[CH2:1]([O:3][C:4](=[O:5])[OH:13])[CH3:2] |f:1.2,4.5|. Procedure details: 218 g of freshly distilled chloroformic acid ethyl ester were added to 200 g (2 mols) of potassium thiocyanate in 800 ml of acetone at 60°-70° C and the mixture was stirred for 2 hours. The solids which had been separated out were then filtered off, the solvent was evaporated off and the residue was distilled at 55° C and 12 mm Hg. 84 g (32% of theory) of carbonic acid ethyl ester isothiocyanate were obtained. Starting materials: C(C)N1N=C(C(=C1)CO)OCC1=CC(=C(C=C1)OCC=1N=C(OC1C)C=1OC=CC1)OC ({1-ethyl-3-[(4-{[2-(2-furyl)-5-methyl-1,3-oxazol-4-yl]methoxy}-3-methoxybenzyl)oxy]-1H-pyrazol-4-yl}methanol). Reagents/catalysts: [O-2].[O-2].[Mn+4] (manganese dioxide). Solvent: O1CCCC1 (tetrahydrofuran). Run at time 15 hour. Product: C(C)N1N=C(C(=C1)C=O)OCC1=CC(=C(C=C1)OCC=1N=C(OC1C)C=1OC=CC1)OC (1-ethyl-3-[(4-{[2-(2-furyl)-5-methyl-1,3-oxazol-4-yl]methoxy}-3-methoxybenzyl)oxy]-1H-pyrazole-4-carbaldehyde). The yield is 89.5%. As a reaction SMILES: [CH2:1]([N:3]1[CH:7]=[C:6]([CH2:8][OH:9])[C:5]([O:10][CH2:11][C:12]2[CH:17]=[CH:16][C:15]([O:18][CH2:19][C:20]3[N:21]=[C:22]([C:26]4[O:27][CH:28]=[CH:29][CH:30]=4)[O:23][C:24]=3[CH3:25])=[C:14]([O:31][CH3:32])[CH:13]=2)=[N:4]1)[CH3:2]>[O-2].[O-2].[Mn+4].O1CCCC1>[CH2:1]([N:3]1[CH:7]=[C:6]([CH:8]=[O:9])[C:5]([O:10][CH2:11][C:12]2[CH:17]=[CH:16][C:15]([O:18][CH2:19][C:20]3[N:21]=[C:22]([C:26]4[O:27][CH:28]=[CH:29][CH:30]=4)[O:23][C:24]=3[CH3:25])=[C:14]([O:31][CH3:32])[CH:13]=2)=[N:4]1)[CH3:2] |f:1.2.3|. Reported procedure: A mixture of {1-ethyl-3-[(4-{[2-(2-furyl)-5-methyl-1,3-oxazol-4-yl]methoxy}-3-methoxybenzyl)oxy]-1H-pyrazol-4-yl}methanol (2.19 g), activated manganese dioxide (6.0 g) and tetrahydrofuran (100 mL) was stirred at room temperature for 15 hrs. Manganese dioxide was removed by filtration and the filtrate was concentrated. The obtained crystals were collected by filtration to give 1-ethyl-3-[(4-{[2-(2-furyl)-5-methyl-1,3-oxazol-4-yl]methoxy}-3-methoxybenzyl)oxy]-1H-pyrazole-4-carbaldehyde (1.95 g, yi... Reactants: FC(C(=O)N1CCC2=C(C(C1)C)C=C(C(=C2)OCC=C)Br)(F)F (N-trifluoroacetyl-7-allyloxy-8-bromo-1-methyl-2,3,4,5-tetrahydro-1H-3-benzazepine), [OH-].[Na+] (NaOH). Run in O (water), CO (methanol). Run at time 8 hour. Yields the product C(C=C)OC1=CC2=C(C(CNCC2)C)C=C1Br (7-Allyloxy-8-bromo-1-methyl-2,3,4,5-tetrahydro-1H-3-benzazepine). Isolated yield 99.0%. Reaction SMILES: FC(F)(F)C([N:5]1[CH2:11][CH:10]([CH3:12])[C:9]2[CH:13]=[C:14]([Br:21])[C:15]([O:17][CH2:18][CH:19]=[CH2:20])=[CH:16][C:8]=2[CH2:7][CH2:6]1)=O.[OH-].[Na+]>CO.O>[CH2:18]([O:17][C:15]1[C:14]([Br:21])=[CH:13][C:9]2[CH:10]([CH3:12])[CH2:11][NH:5][CH2:6][CH2:7][C:8]=2[CH:16]=1)[CH:19]=[CH2:20] |f:1.2|. Procedure details: A solution of N-trifluoroacetyl-7-allyloxy-8-bromo-1-methyl-2,3,4,5-tetrahydro-1H-3-benzazepine (1.18 g, 3.00 mmol) in methanol (35 mL) was treated with 15% aqueous NaOH (35 mL), and stirred overnight at 20 C. The product mixture was diluted with water (200 mL), extracted twice with EtOAc (200 mL), the combined organic phases were washed with brine (100 mL), dried with Na2SO4 and concentrated to give 0.880 g of a clear oil. 1H NMR (400 MHz, CDCl3) d 7.29 (s, 1 H), 6.63 (s, 1 H), 6.04 (m, 1 H), 5... Reactants: O=C(OCC)C=1C=CC=CC1Cl. Reagents/catalysts: [K].OC(C)(C)C, O1B(OC(C)(C)C1(C)C)B2OC(C)(C)C(O2)(C)C, O=C1C=CC=2C=CC=C(C3=CN=C(C=C3)C=4N=CC=CC4)C2N1, C[OH2+].C[OH2+].C1CC=CCCC=C1.C1CC=CCCC=C1.[Ir].[Ir]. The solvent is O1CCCC1. Run at temperature 80 celsius, time 12 hour. Product: O=C(OCC)C1=CC=C(C=C1Cl)B2OC(C)(C)C(O2)(C)C. Yield: 93.0%. The reactants are BrC1=NNC2=C1N=C(C=1C=CC=CC21)C2=C(C=CC=C2F)F (3-bromo-5-(2,6-difluorophenyl)-1H-pyrazolo[4,3-c]isoquinoline), C[Si](CCOCCl)(C)C (2-(trimethylsilyl)ethoxymethyl chloride), ice water. Solvent: CN(C)C=O (DMF), C(C)(C)N(C(C)C)CC (N,N-diisopropylethylamine). Reaction conditions: time 16 hour. The product is BrC1=NN(C2=C1N=C(C=1C=CC=CC21)C2=C(C=CC=C2F)F)COCC[Si](C)(C)C (3-bromo-5-(2,6-difluorophenyl)-1-{[2-(trimethylsilyl)ethoxy]methyl}-1H-pyrazolo[4,3-c]isoquinoline). RXN SMILES: [Br:1][C:2]1[C:6]2[N:7]=[C:8]([C:15]3[C:20]([F:21])=[CH:19][CH:18]=[CH:17][C:16]=3[F:22])[C:9]3[CH:10]=[CH:11][CH:12]=[CH:13][C:14]=3[C:5]=2[NH:4][N:3]=1.[CH3:23][Si:24]([CH3:31])([CH3:30])[CH2:25][CH2:26][O:27][CH2:28]Cl>CN(C=O)C.C(N(CC)C(C)C)(C)C>[Br:1][C:2]1[C:6]2[N:7]=[C:8]([C:15]3[C:16]([F:22])=[CH:17][CH:18]=[CH:19][C:20]=3[F:21])[C:9]3[CH:10]=[CH:11][CH:12]=[CH:13][C:14]=3[C:5]=2[N:4]([CH2:28][O:27][CH2:26][CH2:25][Si:24]([CH3:31])([CH3:30])[CH3:23])[N:3]=1. Procedure details: A 50 ml round-bottomed flask equipped with a magnetic stirrer and with a septum having a top-mounted argon intake is charged with 890 mg of 3-bromo-5-(2,6-difluorophenyl)-1H-pyrazolo[4,3-c]isoquinoline in 20 ml of DMF, 2.46 ml of N,N-diisopropylethylamine and 658 μl of 2-(trimethylsilyl)ethoxymethyl chloride. After 16 h at RT, the mixture is poured into 50 ml of ice-water. The aqueous phase is extracted with 3 times 50 ml of AcOEt and the organic extracts are combined, washed with saturated NaCl... Reactants: C(C)(=O)OCC(=O)C1=CC=CC=C1 (omega-acetoxyacetophenone), OC1=C(C=O)C=CC(=C1)O (2,4-dihydroxybenzaldehyde), Cl (hydrochloric acid). The solvent is C(C)(=O)OCC (ethyl acetate). Run at time 24 hour. Yields the product [Cl-].OC=1C(=[O+]C2=CC(=CC=C2C1)O)C1=CC=CC=C1 (3,7-Dihydroxyflavylium chloride). Reaction SMILES: [OH:1][C:2]1[CH:9]=[C:8]([OH:10])[CH:7]=[CH:6][C:3]=1[CH:4]=O.C([O:14][CH2:15][C:16]([C:18]1[CH:23]=[CH:22][CH:21]=[CH:20][CH:19]=1)=O)(=O)C.[ClH:24]>C(OCC)(=O)C>[Cl-:24].[OH:14][C:15]1[C:16]([C:18]2[CH:23]=[CH:22][CH:21]=[CH:20][CH:19]=2)=[O+:1][C:2]2[C:3]([CH:4]=1)=[CH:6][CH:7]=[C:8]([OH:10])[CH:9]=2 |f:4.5|. Procedure: 79 g of 2,4-dihydroxybenzaldehyde were dissolved at room temperature in 800 ml of anhydrous ethyl acetate and 106 g of omega-acetoxyacetophenone were added to the solution. The reaction mixture was brought to 0° C. under agitation and gaseous hydrochloric acid added to saturation. After standing for 24 hours at room temperature, crystallisation of the product began and it was filtered and dried at 40° C. in the presence of NaOH. There were obtained 95 g of 3,7-dihydroxyflavilium chloride. The reactants are NCC1=CC=C(CCN2CCC(CC2)N2CCC3=CC=CC=C23)C=C1 (1-[1-(4-Aminomethylphenethyl)piperidin-4-yl]indoline), CS(=O)(=O)Cl (methanesulfonyl chloride). Product: CS(=O)(=O)NCC1=CC=C(CCN2CCC(CC2)N2CCC3=CC=CC=C23)C=C1 (1-[1-(4-methanesulfonylaminomethylphenethyl)piperidin-4-yl]indoline). The yield is 54.5%. As a reaction SMILES: [NH2:1][CH2:2][C:3]1[CH:25]=[CH:24][C:6]([CH2:7][CH2:8][N:9]2[CH2:14][CH2:13][CH:12]([N:15]3[C:23]4[C:18](=[CH:19][CH:20]=[CH:21][CH:22]=4)[CH2:17][CH2:16]3)[CH2:11][CH2:10]2)=[CH:5][CH:4]=1.[CH3:26][S:27](Cl)(=[O:29])=[O:28]>>[CH3:26][S:27]([NH:1][CH2:2][C:3]1[CH:4]=[CH:5][C:6]([CH2:7][CH2:8][N:9]2[CH2:14][CH2:13][CH:12]([N:15]3[C:23]4[C:18](=[CH:19][CH:20]=[CH:21][CH:22]=4)[CH2:17][CH2:16]3)[CH2:11][CH2:10]2)=[CH:24][CH:25]=1)(=[O:29])=[O:28]. Reported procedure: 1-[1-(4-Aminomethylphenethyl)piperidin-4-yl]indoline (0.120 g) and methanesulfonyl chloride (0.030 ml) were treated as in Example 36 to give the title compound (0.078 g) as a pale yel low oil (yield: 54.5%). The reactants are [N+](=O)([O-])C=1C=C(CNC2=NC=NC3=CC=C(C=C23)Cl)C=CC1OC (4-(3-nitro-4-methoxybenzyl)amino-6-chloroquinazoline), C(C)(=O)O (acetic acid), O (water). Reagents/catalysts: [Fe] (iron). Solvent: C(C)O (ethanol). Yields the product Cl.NC=1C=C(CNC2=NC=NC3=CC=C(C=C23)Cl)C=CC1OC (4-(3-amino-4-methoxybenzyl)amino-6-chloroquinazoline hydrochloride). The yield is 215.9%. As a reaction SMILES: [N+:1]([C:4]1[CH:5]=[C:6]([CH:20]=[CH:21][C:22]=1[O:23][CH3:24])[CH2:7][NH:8][C:9]1[C:18]2[C:13](=[CH:14][CH:15]=[C:16]([Cl:19])[CH:17]=2)[N:12]=[CH:11][N:10]=1)([O-])=O.C(O)(=O)C.O>[Fe].C(O)C>[ClH:19].[NH2:1][C:4]1[CH:5]=[C:6]([CH:20]=[CH:21][C:22]=1[O:23][CH3:24])[CH2:7][NH:8][C:9]1[C:18]2[C:13](=[CH:14][CH:15]=[C:16]([Cl:19])[CH:17]=2)[N:12]=[CH:11][N:10]=1 |f:5.6|. Procedure details: 1 g of powdered iron was added in portions to a mixture comprising 1 g of 4-(3-nitro-4-methoxybenzyl)amino-6-chloroquinazoline, 4 ml of acetic acid, 4 ml of water and 40 ml of ethanol, while heating the mixture under mild reflux. The obtained mixture was heated under reflux for 2 hours and filtered to remove insolubles. Concentrated hydrochloric acid was added in portions to the brown filtrate obtained above to give a yellow transparent solution. This solution was cooled with ice to precipitate ...